Task: describe an organic reaction: reactants, conditions, products, and yield. Dataset: the Open Reaction Database (ORD), a public repository of structured organic reaction records Starting materials: BrC1=CC=C2C(=NN(C2=C1)C1=CC=CC=C1)SC (6-bromo-3-(methylthio)-1-phenyl-1H-indazole), C=1C=CC(=CC1)P(C=2C=CC=CC2)C3=CC=C4C=CC=CC4=C3C5=C6C=CC=CC6=CC=C5P(C=7C=CC=CC7)C=8C=CC=CC8 (BINAP), N1CC(C1)N1CCN(CC1)C(=O)OC(C)(C)C (tert-butyl 4-(azetidin-3-yl)piperazine-1-carboxylate), C(=O)([O-])[O-].[Cs+].[Cs+] (Cs2CO3). Reagents/catalysts: CC(=O)[O-].CC(=O)[O-].[Pd+2] (Pd(OAc)2). The solvent is C1(=CC=CC=C1)C (toluene). Product: CSC1=NN(C2=CC(=CC=C12)N1CC(C1)N1CCN(CC1)C(=O)OC(C)(C)C)C1=CC=CC=C1 (tert-butyl 4-(1-(3-(methylthio)-1-phenyl-1H-indazol-6-yl)azetidin-3-yl)piperazine-1-carboxylate). Reaction SMILES: Br[C:2]1[CH:10]=[C:9]2[C:5]([C:6]([S:17][CH3:18])=[N:7][N:8]2[C:11]2[CH:16]=[CH:15][CH:14]=[CH:13][CH:12]=2)=[CH:4][CH:3]=1.[NH:19]1[CH2:22][CH:21]([N:23]2[CH2:28][CH2:27][N:26]([C:29]([O:31][C:32]([CH3:35])([CH3:34])[CH3:33])=[O:30])[CH2:25][CH2:24]2)[CH2:20]1.C([O-])([O-])=O.[Cs+].[Cs+].C1C=CC(P(C2C(C3C(P(C4C=CC=CC=4)C4C=CC=CC=4)=CC=C4C=3C=CC=C4)=C3C(C=CC=C3)=CC=2)C2C=CC=CC=2)=CC=1>C1(C)C=CC=CC=1.CC([O-])=O.CC([O-])=O.[Pd+2]>[CH3:18][S:17][C:6]1[C:5]2[C:9](=[CH:10][C:2]([N:19]3[CH2:22][CH:21]([N:23]4[CH2:28][CH2:27][N:26]([C:29]([O:31][C:32]([CH3:35])([CH3:34])[CH3:33])=[O:30])[CH2:25][CH2:24]4)[CH2:20]3)=[CH:3][CH:4]=2)[N:8]([C:11]2[CH:16]=[CH:15][CH:14]=[CH:13][CH:12]=2)[N:7]=1 |f:2.3.4,7.8.9|. Procedure details: Into a 50-mL 3-necked round-bottom flask purged and maintained with an inert atmosphere of nitrogen, was placed a solution of 6-bromo-3-(methylthio)-1-phenyl-1H-indazole (300 mg, 0.94 mmol, 1.00 equiv) in toluene (20 mL), tert-butyl 4-(azetidin-3-yl)piperazine-1-carboxylate (270 mg, 1.12 mmol, 1.20 equiv), Cs2CO3 (430 mg, 1.32 mmol, 1.40 equiv), Pd(OAc)2 (a catalytic amount), BINAP (a catalytic amount). The resulting solution was heated to reflux overnight in an oil bath. The solids were filtere... The reactants are CN, CO, Clc1nc2nccn2c(Cl)c1-c1ccccc1. Product: CNc1c(-c2ccccc2)c(Cl)nc2nccn12. Reaction SMILES: [CH3:18][NH2:19].[CH3:20][OH:21].[Cl:1][c:2]1[c:3](-[c:12]2[cH:13][cH:14][cH:15][cH:16][cH:17]2)[c:4]([Cl:11])[n:5][c:6]2[n:7]1[cH:8][cH:9][n:10]2>>[c:2]1([NH:19][CH3:18])[c:3](-[c:12]2[cH:13][cH:14][cH:15][cH:16][cH:17]2)[c:4]([Cl:11])[n:5][c:6]2[n:7]1[cH:8][cH:9][n:10]2. Starting materials: primary amine, O.NN (hydrazine hydrate), C1(=CC=CC=C1)NN (phenylhydrazine), C(C=C)(=O)O (acrylic acid), aldehyde. Yields the product C(C=C)(=O)O (acrylic acid), C(C1=CC=CO1)=O (furfural), C(=O)C=C (acrolein), C(C1=CC=CC=C1)=O (benzaldehyde), 10. RXN SMILES: [OH2:1].NN.[C:4]1(NN)[CH:9]=[CH:8][CH:7]=[CH:6][CH:5]=1.[C:12]([OH:16])(=[O:15])[CH:13]=[CH2:14]>>[C:12]([OH:16])(=[O:15])[CH:13]=[CH2:14].[CH:8](=[O:15])[C:7]1[O:1][CH:4]=[CH:5][CH:6]=1.[CH:12]([CH:13]=[CH2:14])=[O:15].[CH:12](=[O:15])[C:4]1[CH:9]=[CH:8][CH:7]=[CH:6][CH:5]=1 |f:0.1|. Reported procedure: High purity acrylic acid can be obtained by distilling or crystallizing purified acrylic acid obtained from the high boiling point substance separation column 40 of FIG. 1. When distillation is performed, there can be used a method of adding, for example, the known primary amine such as hydrazine hydrate, phenylhydrazine and the like and/or a salt thereof together with purified acrylic acid to a distillation column at an amount of 1.0 to 10.0 mol, more preferably 1.0 to 5.0 mol relative to 1 mol... Reactants: BrCc1ccccc1, O=C([O-])[O-], COC(=O)c1ccc2cc(O)ccc2c1, [Cs+], [Cs+], CN(C)C=O. The product is COC(=O)c1ccc2cc(OCc3ccccc3)ccc2c1. RXN SMILES: [Br:16][CH2:17][c:18]1[cH:19][cH:20][cH:21][cH:22][cH:23]1.[C:24](=[O:25])([O-:26])[O-:27].[CH3:1][O:2][C:3](=[O:4])[c:5]1[cH:6][c:7]2[cH:8][cH:9][c:10]([OH:15])[cH:11][c:12]2[cH:13][cH:14]1.[Cs+:28].[Cs+:29].[O:30]=[CH:31][N:32]([CH3:33])[CH3:34]>>[CH3:1][O:2][C:3](=[O:4])[c:5]1[cH:6][c:7]2[cH:8][cH:9][c:10]([O:15][CH2:17][c:18]3[cH:19][cH:20][cH:21][cH:22][cH:23]3)[cH:11][c:12]2[cH:13][cH:14]1.